describe an organic reaction: reactants, conditions, products, and yield From a dataset of the Open Reaction Database (ORD), a public repository of structured organic reaction records. Starting materials: ClCCl, O=[N+]([O-])c1ccc(O)c(F)c1, [Na+], [Na+], O=C([O-])[O-], Clc1ccnc2cc(-c3ccc(C4OCCCO4)cn3)sc12, c1ccc(Oc2ccccc2)cc1. Product: O=[N+]([O-])c1ccc(Oc2ccnc3cc(-c4ccc(C5OCCCO5)cn4)sc23)c(F)c1. As a reaction SMILES: [Cl:53][CH2:54][Cl:55].[N+:29](=[O:30])([O-:31])[c:32]1[cH:33][c:34]([F:39])[c:35]([OH:38])[cH:36][cH:37]1.[Na+:23].[Na+:24].[O-:25][C:26](=[O:27])[O-:28].[O:1]1[CH:2]([c:7]2[cH:8][cH:9][c:10](-[c:13]3[cH:14][c:15]4[n:16][cH:17][cH:18][c:19]([Cl:22])[c:20]4[s:21]3)[n:11][cH:12]2)[O:3][CH2:4][CH2:5][CH2:6]1.[c:40]1([O:41][c:42]2[cH:43][cH:44][cH:45][cH:46][cH:47]2)[cH:48][cH:49][cH:50][cH:51][cH:52]1>>[O:1]1[CH:2]([c:7]2[cH:8][cH:9][c:10](-[c:13]3[cH:14][c:15]4[n:16][cH:17][cH:18][c:19]([O:38][c:35]5[c:34]([F:39])[cH:33][c:32]([N+:29](=[O:30])[O-:31])[cH:37][cH:36]5)[c:20]4[s:21]3)[n:11][cH:12]2)[O:3][CH2:4][CH2:5][CH2:6]1. Reactants: FC1=CC=CC=2C3=C(C=CC=C3NC12)O (1-Fluoro-5-hydroxycarbazole), C1[C@@H](O1)COS(=O)(=O)C2=CC=CC(=C2)[N+](=O)[O-] ((2R)-(−)-glycidyl 3-nitrobenzenesulfonate). The product is C(C1CO1)OC1=C2C=3C=CC=C(C3NC2=CC=C1)F (O-Glycidyl-1-fluoro-5-hydroxycarbazole). Yield: 78.4%. Reaction SMILES: [F:1][C:2]1[C:14]2[NH:13][C:12]3[C:7](=[C:8]([OH:15])[CH:9]=[CH:10][CH:11]=3)[C:6]=2[CH:5]=[CH:4][CH:3]=1.[CH2:16]1[O:18][C@H:17]1[CH2:19]OS(C1C=C([N+]([O-])=O)C=CC=1)(=O)=O>>[CH2:19]([O:15][C:8]1[CH:9]=[CH:10][CH:11]=[C:12]2[C:7]=1[C:6]1[CH:5]=[CH:4][CH:3]=[C:2]([F:1])[C:14]=1[NH:13]2)[CH:17]1[O:18][CH2:16]1. Procedure: 1-Fluoro-5-hydroxycarbazole (25 mg, 0.124 mmol) and (2R)-(−)-glycidyl 3-nitrobenzenesulfonate, (32 mg, 0.124 mmol) were converted to 25 mg of the title compound substantially in accordance with the procedure of Preparation 122. Yield: 65%. 1H NMR. MS(FD). Reactants: N1C=C(C2=CC=CC=C12)C1=CCN(CC1)C=1CCC=2N(N1)C(=NN2)C(F)(F)F (6-[4-(1H-indol-3-yl)-5,6-dihydropyridin-1(2H)-yl]-3-(trifluoromethyl)-7,8-dihydro-[1,2,4]triazolo[4,3-b]pyridazine), C(=O)[O-].[NH4+] (ammonium formate). The reagents and catalysts are [Pd] (Palladium on carbon). Solvent: C(C)O (ethanol). Conditions: temperature 78 celsius, time 2 hour. Product: N1C=C(C2=CC=CC=C12)C1CCN(CC1)C=1CCC=2N(N1)C(=NN2)C(F)(F)F (6-[4-(1H-indol-3-yl)piperidin-1-yl]-3-(trifluoromethyl)-7,8-dihydro[1,2,4]triazolo[4,3-b]pyridazine). Isolated yield 67.2%. As a reaction SMILES: [NH:1]1[C:9]2[C:4](=[CH:5][CH:6]=[CH:7][CH:8]=2)[C:3]([C:10]2[CH2:15][CH2:14][N:13]([C:16]3[CH2:17][CH2:18][C:19]4[N:20]([C:22]([C:25]([F:28])([F:27])[F:26])=[N:23][N:24]=4)[N:21]=3)[CH2:12][CH:11]=2)=[CH:2]1.C([O-])=O.[NH4+]>[Pd].C(O)C>[NH:1]1[C:9]2[C:4](=[CH:5][CH:6]=[CH:7][CH:8]=2)[C:3]([CH:10]2[CH2:11][CH2:12][N:13]([C:16]3[CH2:17][CH2:18][C:19]4[N:20]([C:22]([C:25]([F:28])([F:27])[F:26])=[N:23][N:24]=4)[N:21]=3)[CH2:14][CH2:15]2)=[CH:2]1 |f:1.2|. Reported procedure: 10% Palladium on carbon (23.96 mg, 0.02 mmol) was added to 6-[4-(1H-indol-3-yl)-5,6-dihydropyridin-1(2H)-yl]-3-(trifluoromethyl)-7,8-dihydro-[1,2,4]triazolo[4,3-b]pyridazine (obtained as described in Example 2) (87 mg, 0.23 mmol) and ammonium formate (71.0 mg, 1.13 mmol) in ethanol (20 mL). The resulting mixture was stirred at 78° C. for 2 hours. The reaction mixture was cooled to room temperature, evaporated to dryness, then re-dissolved in ethyl acetate (25 mL) and the solution washed sequenti... Reactants: CS(=O)C1=NS(=O)(=O)c2cc(Cl)ccc2N1, Cc1cccc(Cl)c1, Nc1ccccn1. Yields the product O=S1(=O)N=C(Nc2ccccn2)Nc2ccc(Cl)cc21. As a reaction SMILES: [Cl:1][c:2]1[cH:3][c:4]2[c:5]([cH:15][cH:16]1)[NH:6][C:7]([S:12]([CH3:13])=[O:14])=[N:8][S:9]2(=[O:10])=[O:11].[Cl:24][c:25]1[cH:26][c:27]([CH3:28])[cH:29][cH:30][cH:31]1.[NH2:17][c:18]1[n:19][cH:20][cH:21][cH:22][cH:23]1>>[Cl:1][c:2]1[cH:3][c:4]2[c:5]([cH:15][cH:16]1)[NH:6][C:7]([NH:17][c:18]1[n:19][cH:20][cH:21][cH:22][cH:23]1)=[N:8][S:9]2(=[O:10])=[O:11]. The reactants are C(C1=CC=CC=C1)(C1=CC=CC=C1)O (benzhydrol), FCCO (2-fluoroethanol), S(O)(O)(=O)=O (sulfuric acid). Solvent: C(C)OCC (diethyl ether). Reaction conditions: time 24 hour. Product: C1(=CC=CC=C1)C(C1=CC=CC=C1)OCCF (2-fluoroethyl diphenylmethyl ether). The yield is 79.0%. RXN SMILES: [CH:1]([OH:14])([C:8]1[CH:13]=[CH:12][CH:11]=[CH:10][CH:9]=1)[C:2]1[CH:7]=[CH:6][CH:5]=[CH:4][CH:3]=1.[F:15][CH2:16][CH2:17]O.S(=O)(=O)(O)O>C(OCC)C>[C:2]1([CH:1]([O:14][CH2:17][CH2:16][F:15])[C:8]2[CH:9]=[CH:10][CH:11]=[CH:12][CH:13]=2)[CH:7]=[CH:6][CH:5]=[CH:4][CH:3]=1. Procedure: To a stirred solution of 2.0 grams (0.011 mole) of benzhydrol in 15 ml of diethyl ether was added 4.0 ml (0.068 mole) of 2-fluoroethanol followed by the dropwise addition of 0.5 ml of concentrated sulfuric acid. The reaction mixture was stirred at room temperature for 24 hours. The reaction mixture was extracted with diethyl ether. The organic extract was washed with water followed by an aqueous, saturated sodium bicarbonate solution. The washed extract was dried over anhydrous magnesium sulfate... Starting materials: B, C1CCOC1, O, O=C(O)c1ccc(I)cc1O. Product: OCc1ccc(I)cc1O. RXN SMILES: [BH3:1].[CH2:14]1[O:15][CH2:16][CH2:17][CH2:18]1.[OH2:13].[OH:2][c:3]1[c:4]([C:5](=[O:6])[OH:7])[cH:8][cH:9][c:10]([I:12])[cH:11]1>>[OH:2][c:3]1[c:4]([CH2:5][OH:6])[cH:8][cH:9][c:10]([I:12])[cH:11]1. The reactants are [C-]#N.[Na+] (sodium cyanide), C(CCC)N1C=NC=C1 (1-butyl-1H-imidazole), [OH-].[Na+].Cl[O-].[Na+] (sodium hydroxide sodium hypochlorite), NC1=C(C(=O)NC)C=C(C=C1C)Br (2-amino-5-bromo-N,3-dimethylbenzamide), C1(=CC(=CC(=C1)C)C)C (mesitylene). The reagents and catalysts are [Cu]I (copper(I) iodide). The solvent is O (water). Conditions: time 1 hour. The product is NC1=C(C(=O)NC)C=C(C=C1C)C#N (2-amino-5-cyano-N,3-dimethylbenzamide). RXN SMILES: [OH-].[Na+].Cl[O-].[Na+].[NH2:6][C:7]1[C:16]([CH3:17])=[CH:15][C:14](Br)=[CH:13][C:8]=1[C:9]([NH:11][CH3:12])=[O:10].C1(C)C=C(C)C=C(C)C=1.[C-]#N.[Na+].[CH2:31]([N:35]1C=CN=C1)CCC>[Cu]I.O>[NH2:6][C:7]1[C:16]([CH3:17])=[CH:15][C:14]([C:31]#[N:35])=[CH:13][C:8]=1[C:9]([NH:11][CH3:12])=[O:10] |f:0.1.2.3,6.7|. Reported procedure: A 500-mL four-necked flask equipped with a mechanical stirrer, thermocouple, condenser, side-arm addition funnel and sodium hydroxide/sodium hypochlorite scrubber was charged with 2-amino-5-bromo-N,3-dimethylbenzamide (prepared by the method of Reference Example 1) (24.6 g, 0.10 mol, 99% purity) and mesitylene (100 g) while maintaining an atmosphere of nitrogen through a gas inlet line connected to the condenser. The reaction mixture was stirred at room temperature and sodium cyanide (ground to ...